Dataset: the Open Reaction Database (ORD), a public repository of structured organic reaction records. Task: describe an organic reaction: reactants, conditions, products, and yield Run in CC(=O)O (AcOH). Yields the product FC1=CC=CC2=C1NC(=N2)[C@H](C)N ((S)-1-(7-fluoro-1H-benzo[d]imidazol-2-yl)ethanamine). Procedure details: A stirred solution of (S)-tert-butyl 1-(2-amino-3-fluorophenylamino)-1-oxopropan-2-ylcarbamate (2.08 g, 7.00 mmol) in AcOH (30 mL) was heated at 65° C. for 2 h, cooled to rt. After being concentrated under reduced pressure, the residue was subjected to 4 M HCl in 1,4-Dioxane (20 mL). The resultant mixture was stirred at rt for 40 min. The mixture was concentrated under reduced pressure and dissolved in water (10 mL) and then basified with 1 N NaOH to pH 9.5. The mixture was concentrated under re... RXN SMILES: [NH2:1][C:2]1[C:7]([F:8])=[CH:6][CH:5]=[CH:4][C:3]=1[NH:9][C:10](=O)[C@@H:11]([NH:13]C(=O)OC(C)(C)C)[CH3:12]>CC(O)=O>[F:8][C:7]1[C:2]2[NH:1][C:10]([C@@H:11]([NH2:13])[CH3:12])=[N:9][C:3]=2[CH:4]=[CH:5][CH:6]=1. Reactants: NC1=C(C=CC=C1F)NC([C@H](C)NC(OC(C)(C)C)=O)=O ((S)-tert-butyl 1-(2-amino-3-fluorophenylamino)-1-oxopropan-2-ylcarbamate). Conditions: time 40 minute. Reactants: OCCCOC1=CC=C(C(=O)O)C=C1 (4-(3-Hydroxy-propoxy)benzoic acid), C(=O)([O-])[O-].[K+].[K+] (K2CO3), [Si](C)(C)(C(C)(C)C)Cl (tert-butyldimethylsilyl chloride), N1C=NC=C1 (imidazole). Solvent: CO (methanol), CN(C=O)C (N,N-dimethylformamide), O (water), C(C)OCC (diethyl ether), O (water), O1CCCC1 (tetrahydrofuran). Conditions: time 8 hour. Product: [Si](C)(C)(C(C)(C)C)OCCCOC1=CC=C(C(=O)O)C=C1 (4-[3-[(tert-Butyldimethylsilyl)oxy]propoxy]benzoic acid). Isolated yield 88255.9%. RXN SMILES: [OH:1][CH2:2][CH2:3][CH2:4][O:5][C:6]1[CH:14]=[CH:13][C:9]([C:10]([OH:12])=[O:11])=[CH:8][CH:7]=1.[Si:15](Cl)([C:18]([CH3:21])([CH3:20])[CH3:19])([CH3:17])[CH3:16].N1C=CN=C1.C([O-])([O-])=O.[K+].[K+]>CN(C)C=O.O1CCCC1.O.CO.C(OCC)C>[Si:15]([O:1][CH2:2][CH2:3][CH2:4][O:5][C:6]1[CH:14]=[CH:13][C:9]([C:10]([OH:12])=[O:11])=[CH:8][CH:7]=1)([C:18]([CH3:21])([CH3:20])[CH3:19])([CH3:17])[CH3:16] |f:3.4.5|. Procedure details: To a solution of 1 (10.0 g, 0.05 mmol) and tert-butyldimethylsilyl chloride (17.50 g, 0.11 mmol 1) in anhydrous N,N-dimethylformamide (45 mL) was quickly added imidazole (14.16 g, 0.21 mmol) under argon. After stirring overnight, the reaction mixture was shaken with diethyl ether (100 mL) and water (300 mL). The ether layer was separated and washed with a saturated NaHCO3 solution (100 mL×2) before drying over anhydrous MgSO4. The solvent was evaporated, and the solid residue was purified by fla... The reactants are O=C([O-])[O-], CCOC(C)=O, COC(=O)C(F)(F)Cl, [K+], [K+], CN(C)C=O, O=[N+]([O-])c1ccc(O)cc1. Product: O=[N+]([O-])c1ccc(OC(F)F)cc1. Reaction SMILES: [C:19](=[O:20])([O-:21])[O-:22].[CH3:25][CH2:26][O:27][C:28](=[O:29])[CH3:30].[Cl:11][C:12]([C:13]([O:14][CH3:15])=[O:16])([F:17])[F:18].[K+:23].[K+:24].[O:31]=[CH:32][N:33]([CH3:34])[CH3:35].[OH:1][c:2]1[cH:3][cH:4][c:5]([N+:8]([O-:9])=[O:10])[cH:6][cH:7]1>>[O:1]([c:2]1[cH:3][cH:4][c:5]([N+:8]([O-:9])=[O:10])[cH:6][cH:7]1)[CH:12]([F:17])[F:18]. Starting materials: 3-methyl-5,6,7,8-tetrahydroquinoline 8-(N-trimethylsilyl) thiocarboxamide, C[Si](C)(C)N=C=S (trimethylsilyl isothiocyanate), CC=1C=NC=2CCCCC2C1 (3-Methyl-5,6,7,8-tetrahydroquinoline), C(C)(C)[Mg]Br (isopropylmagnesium bromide), 3-methyl-5,6,7,8-tetrahydroquinoline 8-(N-bromomagnesio-N-trimethylsilyl)thiocarboxamide. The solvent is C1(=CC=CC=C1)C (toluene), O (water). Run at time 12 hour. Yields the product CC=1C=NC=2C(CCCC2C1)C(N)=S (3-Methyl-5,6,7,8-tetrahydroquinoline-8-thiocarboxamide). Reaction SMILES: [CH3:1][C:2]1[CH:3]=[N:4][C:5]2[CH2:6][CH2:7][CH2:8][CH2:9][C:10]=2[CH:11]=1.C([Mg]Br)(C)C.C[Si]([N:21]=[C:22]=[S:23])(C)C>C1(C)C=CC=CC=1.O>[CH3:1][C:2]1[CH:3]=[N:4][C:5]2[CH:6]([C:22](=[S:23])[NH2:21])[CH2:7][CH2:8][CH2:9][C:10]=2[CH:11]=1. Procedure details: 3-Methyl-5,6,7,8-tetrahydroquinoline (7.3 g, 0.05 mol.) was added to a solution of isopropylmagnesium bromide [prepared from isopropylbromide (6.15 g, 0.05 mol), magnesium (1.44 g, 0.06 mol) in ether (10 ml.)] and the solution heated at 60° to remove the ether by distillation. Toluene (5 ml.) was added and the reaction mixture was heated at 120° for 2 hours, cooled, diluted with toluene (30 ml) and this solution was added to a solution of trimethylsilyl isothiocyanate (7.85 g, 0.06 mol) in tolue... The reactants are [BH4-], CCB(CC)CC, CCOC(=O)CC(=O)CC(O)C=CC(=C(c1ccc(F)cc1)c1ccc(F)cc1)n1nnnc1-c1ccccc1, [Na+], C1CCOC1. Yields the product CCOC(=O)CC(O)CC(O)C=CC(=C(c1ccc(F)cc1)c1ccc(F)cc1)n1nnnc1-c1ccccc1. As a reaction SMILES: [BH4-:48].[CH2:41]([B:42]([CH2:43][CH3:44])[CH2:45][CH3:46])[CH3:47].[F:1][c:2]1[cH:3][cH:4][c:5]([C:8](=[C:9]([CH:10]=[CH:11][CH:12]([CH2:13][C:14]([CH2:15][C:16](=[O:17])[O:18][CH2:19][CH3:20])=[O:21])[OH:22])[n:23]2[n:24][n:25][n:26][c:27]2-[c:28]2[cH:29][cH:30][cH:31][cH:32][cH:33]2)[c:34]2[cH:35][cH:36][c:37]([F:40])[cH:38][cH:39]2)[cH:6][cH:7]1.[Na+:49].[O:50]1[CH2:51][CH2:52][CH2:53][CH2:54]1>>[F:1][c:2]1[cH:3][cH:4][c:5]([C:8](=[C:9]([CH:10]=[CH:11][CH:12]([CH2:13][CH:14]([CH2:15][C:16](=[O:17])[O:18][CH2:19][CH3:20])[OH:21])[OH:22])[n:23]2[n:24][n:25][n:26][c:27]2-[c:28]2[cH:29][cH:30][cH:31][cH:32][cH:33]2)[c:34]2[cH:35][cH:36][c:37]([F:40])[cH:38][cH:39]2)[cH:6][cH:7]1. Reactants: Cc1ccc([N+](=O)[O-])cc1N1Cc2cnc(S(C)(=O)=O)nc2N(C)C1=O, CN(C)c1cccc(N)c1, CO. The product is Cc1ccc([N+](=O)[O-])cc1N1Cc2cnc(Nc3cccc(N(C)C)c3)nc2N(C)C1=O. RXN SMILES: [CH3:1][S:2](=[O:3])(=[O:4])[c:5]1[n:6][cH:7][c:8]2[c:9]([n:10]1)[N:11]([CH3:26])[C:12](=[O:25])[N:13]([c:15]1[c:16]([CH3:24])[cH:17][cH:18][c:19]([N+:21](=[O:22])[O-:23])[cH:20]1)[CH2:14]2.[CH3:27][N:28]([c:29]1[cH:30][c:31]([NH2:32])[cH:33][cH:34][cH:35]1)[CH3:36].[CH3:37][OH:38]>>[c:5]1([NH:32][c:31]2[cH:30][c:29]([N:28]([CH3:27])[CH3:36])[cH:35][cH:34][cH:33]2)[n:6][cH:7][c:8]2[c:9]([n:10]1)[N:11]([CH3:26])[C:12](=[O:25])[N:13]([c:15]1[c:16]([CH3:24])[cH:17][cH:18][c:19]([N+:21](=[O:22])[O-:23])[cH:20]1)[CH2:14]2. Starting materials: ClCCl, O=C(OC(=O)C(F)(F)F)C(F)(F)F, O, OO, CC(O)(CSc1ccccc1-c1ccccc1)C(=O)Nc1ccc(C#N)c(C(F)(F)F)c1. The product is CC(O)(CS(=O)(=O)c1ccccc1-c1ccccc1)C(=O)Nc1ccc(C#N)c(C(F)(F)F)c1. RXN SMILES: [Cl:49][CH2:50][Cl:51].[F:35][C:36]([F:37])([F:39])[C:40](=[O:38])[O:41][C:42](=[O:43])[C:44]([F:45])([F:46])[F:47].[OH2:48].[OH:33][OH:34].[c:1]1(-[c:7]2[c:8]([S:13][CH2:14][C:15]([C:16](=[O:17])[NH:18][c:19]3[cH:20][c:21]([C:27]([F:28])([F:29])[F:30])[c:22]([C:25]#[N:26])[cH:23][cH:24]3)([CH3:31])[OH:32])[cH:9][cH:10][cH:11][cH:12]2)[cH:2][cH:3][cH:4][cH:5][cH:6]1>>[c:1]1(-[c:7]2[c:8]([S:13]([CH2:14][C:15]([C:16](=[O:17])[NH:18][c:19]3[cH:20][c:21]([C:27]([F:28])([F:29])[F:30])[c:22]([C:25]#[N:26])[cH:23][cH:24]3)([CH3:31])[OH:32])(=[O:38])=[O:48])[cH:9][cH:10][cH:11][cH:12]2)[cH:2][cH:3][cH:4][cH:5][cH:6]1.